Dataset: the Open Reaction Database (ORD), a public repository of structured organic reaction records. Task: describe an organic reaction: reactants, conditions, products, and yield The reactants are C(CCC)C=1N(C(=C(N1)C(C(C)(C)C)O)C#N)CC1=CC=C(C=C1)C1=C(C=CC=C1)C1=NN=NN1 (2-butyl-4-(1-hydroxy-2,2-dimethylpropyl)-1-{4-[2-(tetrazol-5-yl)phenyl]phenyl}methylimidazole-5-carbonitrile), aqueous solution, [OH-].[Na+] (sodium hydroxide). Product: C(CCC)C=1N(C(=C(N1)C(C(C)(C)C)O)C(=O)N)CC1=CC=C(C=C1)C1=C(C=CC=C1)C1=NN=NN1 (2-Butyl-4-(1-hydroxy-2,2-dimethylpropyl)-1-{4-[2-(tetrazol-5-yl)phenyl]phenyl}methylimidazole-5-carboxamide). Reaction SMILES: [CH2:1]([C:5]1[N:6]([CH2:18][C:19]2[CH:24]=[CH:23][C:22]([C:25]3[CH:30]=[CH:29][CH:28]=[CH:27][C:26]=3[C:31]3[NH:35][N:34]=[N:33][N:32]=3)=[CH:21][CH:20]=2)[C:7]([C:16]#[N:17])=[C:8]([CH:10]([OH:15])[C:11]([CH3:14])([CH3:13])[CH3:12])[N:9]=1)[CH2:2][CH2:3][CH3:4].[OH-:36].[Na+]>>[CH2:1]([C:5]1[N:6]([CH2:18][C:19]2[CH:20]=[CH:21][C:22]([C:25]3[CH:30]=[CH:29][CH:28]=[CH:27][C:26]=3[C:31]3[NH:35][N:34]=[N:33][N:32]=3)=[CH:23][CH:24]=2)[C:7]([C:16]([NH2:17])=[O:36])=[C:8]([CH:10]([OH:15])[C:11]([CH3:13])([CH3:14])[CH3:12])[N:9]=1)[CH2:2][CH2:3][CH3:4] |f:1.2|. Reported procedure: Following a procedure similar to that described in Example 74(d), but using 0.34 g of 2-butyl-4-(1-hydroxy-2,2-dimethylpropyl)-1-{4-[2-(tetrazol-5-yl)phenyl]phenyl}methylimidazole-5-carbonitrile [prepared as described in step (c) above] in a 1N aqueous solution of sodium hydroxide, 0.30 g of the title compound was obtained as a powder, melting at 157°-160° C. Reactants: BrC1=CC=C(CC(C#N)C#N)C=C1 ((4-bromobenzyl)malononitrile), compound ( 9 ), [H-].[Na+] (sodium hydride), BrCCC(F)(F)F (1-bromo-3,3,3-trifluoropropane). The solvent is CN(C=O)C (N,N-dimethylformamide). Yields the product BrC1=CC=C(CC(C#N)(C#N)CCC(F)(F)F)C=C1 (2-(4-bromobenzyl)-2-(3,3,3-trifluoropropyl)malononitrile). Isolated yield 84.8%. Reaction SMILES: [Br:1][C:2]1[CH:13]=[CH:12][C:5]([CH2:6][CH:7]([C:10]#[N:11])[C:8]#[N:9])=[CH:4][CH:3]=1.[H-].[Na+].Br[CH2:17][CH2:18][C:19]([F:22])([F:21])[F:20]>CN(C)C=O>[Br:1][C:2]1[CH:3]=[CH:4][C:5]([CH2:6][C:7]([CH2:17][CH2:18][C:19]([F:22])([F:21])[F:20])([C:8]#[N:9])[C:10]#[N:11])=[CH:12][CH:13]=1 |f:1.2|. Procedure: Using 3.86 g of (4-bromobenzyl)malononitrile, 25 ml of N,N-dimethylformamide, 0.72 g of sodium hydride (60% in oil), and 3.20 g of 1-bromo-3,3,3-trifluoropropane, and according to the process described in the Production Example 1, there was obtained 4.61 g of 2-(4-bromobenzyl)-2-(3,3,3-trifluoropropyl)malononitrile (the present compound (9)).